The task is: describe an organic reaction: reactants, conditions, products, and yield. This data is from the Open Reaction Database (ORD), a public repository of structured organic reaction records. The reactants are C(CC)OC1=C(C(=O)OC)C(=CC=C1)OCCC (methyl 2,6-di-n-propoxybenzoate), [OH-].[K+] (potassium hydroxide). Run in C(C)O (ethanol). Product: C(CC)OC1=C(C(=O)O)C(=CC=C1)OCCC (2,6-di-n-propoxybenzoic acid). As a reaction SMILES: [CH2:1]([O:4][C:5]1[CH:14]=[CH:13][CH:12]=[C:11]([O:15][CH2:16][CH2:17][CH3:18])[C:6]=1[C:7]([O:9]C)=[O:8])[CH2:2][CH3:3].[OH-].[K+]>C(O)C>[CH2:16]([O:15][C:11]1[CH:12]=[CH:13][CH:14]=[C:5]([O:4][CH2:1][CH2:2][CH3:3])[C:6]=1[C:7]([OH:9])=[O:8])[CH2:17][CH3:18] |f:1.2|. Procedure: Methyl 2,6-dihydroxybenzoate was reacted with n-propyl iodide in the presence of sodium hydride to provide methyl 2,6-di-n-propoxybenzoate. The ester thus formed was saponified by reaction with 40% aqueous potassium hydroxide in ethanol to afford 2,6-di-n-propoxybenzoic acid. A 20 g portion of the acid was then reacted with 30 g of thionyl chloride in 100 ml of benzene at reflux for five hours. Removal of the solvent by evaporation under reduced pressure and purification of the product by distil... Reactants: CO, COC(=O)C(=Cc1ccc2[nH]nnc2c1)NC(=O)c1c(C)cc(C(=O)NCc2cccc(O)c2)cc1Cl, O=C(O)C(F)(F)F, [Li+], C1CCOC1, [OH-], O, O. Product: Cc1cc(C(=O)NCc2cccc(O)c2)cc(Cl)c1C(=O)NC(=Cc1ccc2[nH]nnc2c1)C(=O)O. RXN SMILES: [CH3:54][OH:55].[CH3:8][O:9][C:10]([C:11](=[CH:12][c:13]1[cH:14][c:15]2[c:16]([nH:17][n:18][n:19]2)[cH:20][cH:21]1)[NH:22][C:23]([c:24]1[c:25]([Cl:42])[cH:26][c:27]([C:31](=[O:32])[NH:33][CH2:34][c:35]2[cH:36][c:37]([OH:41])[cH:38][cH:39][cH:40]2)[cH:28][c:29]1[CH3:30])=[O:43])=[O:44].[F:1][C:2]([F:3])([F:4])[C:5]([OH:6])=[O:7].[Li+:47].[O:49]1[CH2:50][CH2:51][CH2:52][CH2:53]1.[OH-:46].[OH2:45].[OH2:48]>>[O:9]=[C:10]([C:11](=[CH:12][c:13]1[cH:14][c:15]2[c:16]([nH:17][n:18][n:19]2)[cH:20][cH:21]1)[NH:22][C:23]([c:24]1[c:25]([Cl:42])[cH:26][c:27]([C:31](=[O:32])[NH:33][CH2:34][c:35]2[cH:36][c:37]([OH:41])[cH:38][cH:39][cH:40]2)[cH:28][c:29]1[CH3:30])=[O:43])[OH:44].